Dataset: the Open Reaction Database (ORD), a public repository of structured organic reaction records. Task: describe an organic reaction: reactants, conditions, products, and yield Reactants: OC(CCCN(CCCl)CCCl)C=1C=C2CCC(NC2=CC1)=O (6-{1-hydroxy-4-[bis-chloroethyl-amino]butyl}-3,4-dihydrocarbostyril), NC1=CC=CC=C1 (aniline), C([O-])([O-])=O.[K+].[K+] (potassium carbonate). Run in C(C)O (ethanol). Yields the product OC(CCCN1CCN(CC1)C1=CC=CC=C1)C=1C=C2CCC(NC2=CC1)=O (6-[1-hydroxy-4-(4-phenyl-1-piperazinyl)butyl]-3,4-dihydrocarbostyril). As a reaction SMILES: [OH:1][CH:2]([C:13]1[CH:14]=[C:15]2[C:20](=[CH:21][CH:22]=1)[NH:19][C:18](=[O:23])[CH2:17][CH2:16]2)[CH2:3][CH2:4][CH2:5][N:6]([CH2:10][CH2:11]Cl)[CH2:7][CH2:8]Cl.[NH2:24][C:25]1[CH:30]=[CH:29][CH:28]=[CH:27][CH:26]=1.C(=O)([O-])[O-].[K+].[K+]>C(O)C>[OH:1][CH:2]([C:13]1[CH:14]=[C:15]2[C:20](=[CH:21][CH:22]=1)[NH:19][C:18](=[O:23])[CH2:17][CH2:16]2)[CH2:3][CH2:4][CH2:5][N:6]1[CH2:10][CH2:11][N:24]([C:25]2[CH:30]=[CH:29][CH:28]=[CH:27][CH:26]=2)[CH2:8][CH2:7]1 |f:2.3.4|. Procedure: 2.5 Grams of 6-{1-hydroxy-4-[bis-chloroethyl-amino]butyl}-3,4-dihydrocarbostyril, 1.5 g of aniline and 2.2 g of potassium carbonate were mixed in 150 ml of ethanol and the mixture was refluxed by heating for 24 hours. The reaction mixture was concentrated under a reduced pressure and the residue thus obtained was extracted with chloroform. The chloroform layer was washed with water, dried and chloroform was removed by distillation. The residue thus obtained was separated and purified by a prepar... Reaction SMILES: [Cl:1][C:2]1[CH:7]=[CH:6][CH:5]=[CH:4][C:3]=1/[CH:8]=[CH:9]/[C:10]1[N:11]([CH2:21][CH2:22][C:23]#[N:24])[C:12]2[C:17]([CH:18]=1)=[CH:16][C:15]([O:19][CH3:20])=[CH:14][CH:13]=2.[C:25]1(=[O:31])[NH:29][C:28](=[O:30])[CH:27]=[CH:26]1>>[Cl:1][C:2]1[CH:7]=[CH:6][CH:5]=[CH:4][C:3]=1[C:8]1[C:27]2[C:28](=[O:30])[NH:29][C:25](=[O:31])[C:26]=2[C:18]2[C:17]3[CH:16]=[C:15]([O:19][CH3:20])[CH:14]=[CH:13][C:12]=3[N:11]([CH2:21][CH2:22][C:23]#[N:24])[C:10]=2[CH:9]=1. Yield: 80.2%. The reactants are ClC1=C(C=CC=C1)/C=C/C=1N(C2=CC=C(C=C2C1)OC)CCC#N (3-{2-[(E)-2-(2-Chlorophenyl)ethenyl]-5-methoxy-1H-indol-1-yl}propanenitrile), C1(C=CC(N1)=O)=O (maleimide). Product: ClC1=C(C=CC=C1)C1=CC=2N(C=3C=CC(=CC3C2C2=C1C(NC2=O)=O)OC)CCC#N (3-(4-(2-Chlorophenyl)-9-methoxy-1,3-dioxo-2,3-dihydropyrrolo[3,4-c]carbazol-6 (1H)-yl)propanenitrile). Reported procedure: Diene (236) (1.30 g, 3.86 mmol) prepared as described in example 96 was reacted with maleimide (0.49 g) following The procedure described in example 68 and then aromatized according to the procedure described in example 70 to give crude material that was chromatographed on silica eluting with ethyl acetate/hexane (1:1). Trituration from methanol gave nitrile (237) (1.33 g, 80%) as a yellow powder, mp 287–288° C. 1H NMR δ [(CD3)2SO] 11.16 (br s, 1H), 8.53 (d, J=2.6 Hz, 1H), 8.02 (s, 1H), 7.83 (d,... Reactants: N[C@H]1C2=C(C3=C(N(C1=O)CCOCC1=CC=CC=C1)C=CC=C3)C=CC=C2 ((S)-7-amino-5-(2-benzyloxy-ethyl)-5H,7H-dibenzo[b,d]azepin-6-one), COC(C(=O)O)C(=O)NCC(C(F)(F)F)(F)F (2-methoxy-N-(2,2,3,3,3-pentafluoro-propyl)-malonamic acid), example 1c. Reported procedure: Using (S)-7-amino-5-(2-benzyloxy-ethyl)-5H,7H-dibenzo[b,d]azepin-6-one and 2-methoxy-N-(2,2,3,3,3-pentafluoro-propyl)-malonamic acid, the title compound was prepared in the same manner as example 1c (99%). White solid. MS: m/e=606(M+H+). The product is C(C1=CC=CC=C1)OCCN1C2=C(C3=C([C@@H](C1=O)NC(C(C(=O)NCC(C(F)(F)F)(F)F)OC)=O)C=CC=C3)C=CC=C2 (N—[(S)-5-(2-Benzyloxy-ethyl)-6-oxo-6,7-dihydro-5H-dibenzo[b,d]azepin-7-yl]-2-methoxy-N′-(2,2,3,3,3-pentafluoro-propyl)-malonamide). RXN SMILES: [NH2:1][C@@H:2]1[C:8](=[O:9])[N:7]([CH2:10][CH2:11][O:12][CH2:13][C:14]2[CH:19]=[CH:18][CH:17]=[CH:16][CH:15]=2)[C:6]2[CH:20]=[CH:21][CH:22]=[CH:23][C:5]=2[C:4]2[CH:24]=[CH:25][CH:26]=[CH:27][C:3]1=2.[CH3:28][O:29][CH:30]([C:34]([NH:36][CH2:37][C:38]([F:44])([F:43])[C:39]([F:42])([F:41])[F:40])=[O:35])[C:31](O)=[O:32]>>[CH2:13]([O:12][CH2:11][CH2:10][N:7]1[C:8](=[O:9])[C@@H:2]([NH:1][C:31](=[O:32])[CH:30]([O:29][CH3:28])[C:34]([NH:36][CH2:37][C:38]([F:43])([F:44])[C:39]([F:40])([F:42])[F:41])=[O:35])[C:3]2[CH:27]=[CH:26][CH:25]=[CH:24][C:4]=2[C:5]2[CH:23]=[CH:22][CH:21]=[CH:20][C:6]1=2)[C:14]1[CH:19]=[CH:18][CH:17]=[CH:16][CH:15]=1. The reactants are [Br-], COc1ccc(CC(=O)Cl)cc1OC, COc1ccc(CCN)cc1OC, [K+]. Product: COc1ccc(CCNC(=O)Cc2ccc(OC)c(OC)c2)cc1OC. RXN SMILES: [Br-:28].[CH3:14][O:15][c:16]1[cH:17][c:18]([CH2:24][C:25](=[O:26])[Cl:27])[cH:19][cH:20][c:21]1[O:22][CH3:23].[CH3:1][O:2][c:3]1[cH:4][c:5]([CH2:6][CH2:7][NH2:8])[cH:9][cH:10][c:11]1[O:12][CH3:13].[K+:29]>>[CH3:1][O:2][c:3]1[cH:4][c:5]([CH2:6][CH2:7][NH:8][C:25]([CH2:24][c:18]2[cH:17][c:16]([O:15][CH3:14])[c:21]([O:22][CH3:23])[cH:20][cH:19]2)=[O:26])[cH:9][cH:10][c:11]1[O:12][CH3:13]. The reactants are ClC1=CC=C2CC(NC2=C1)=O (6-chlorooxindole), [Br-].[Br-].[Br-].[NH+]1=CC=CC=C1.[NH+]1=CC=CC=C1.[NH+]1=CC=CC=C1 (pyridinium tribromide). The solvent is CC(C)(C)O (t-BuOH), O (water), O (water). Run at time 3.5 hour. Product: BrC1(C(NC2=CC(=CC=C12)Cl)=O)Br (3,3-Dibromo-6-chloro-1,3-dihydro-indol-2-one). Yield: 101.2%. RXN SMILES: [Cl:1][C:2]1[CH:10]=[C:9]2[C:5]([CH2:6][C:7](=[O:11])[NH:8]2)=[CH:4][CH:3]=1.[Br-:12].[Br-:13].[Br-].[NH+]1C=CC=CC=1.[NH+]1C=CC=CC=1.[NH+]1C=CC=CC=1>CC(O)(C)C.O>[Br:12][C:6]1([Br:13])[C:5]2[C:9](=[CH:10][C:2]([Cl:1])=[CH:3][CH:4]=2)[NH:8][C:7]1=[O:11] |f:1.2.3.4.5.6|. Procedure: At room temperature, to a solution of 6-chlorooxindole (10.0 g, 59.7 mmol ) in t-BuOH (500 mL) and water (2.6 mL) was added pyridinium tribromide (57.25 g, 79 mmol, 3 eq) and the reaction was stirred for 3.5 hr. The reaction was diluted with water (500 mL) and extracted with EtOAc (3×). The combined organic extracts were washed with sat. aq. NaHCO3 (3×), dried over MgSO4, filtered and concentrated to give the title compound as a tan solid (19.66 g, 100% yield). NMR (400 MHz, DMSO-d6): consistent... Reactants: C1N2CN3CN1CN(C2)C3 (hexamethylenetetramine), O (water), C(C)(C)(C)C1=CC=C(CCl)C=C1 (p-tert-butylbenzyl chloride). Run in C(C)O (ethanol), C(C)O (ethanol). Run at temperature 45 celsius. Product: C(C)(C)(C)C1=CC=C(C=O)C=C1 (p-tert-butylbenzaldehyde). The yield is 60.0%. Reaction SMILES: C1N2CN3CN(C2)CN1C3.[OH2:11].[C:12]([C:16]1[CH:23]=[CH:22][C:19]([CH2:20]Cl)=[CH:18][CH:17]=1)([CH3:15])([CH3:14])[CH3:13]>C(O)C>[C:12]([C:16]1[CH:23]=[CH:22][C:19]([CH:20]=[O:11])=[CH:18][CH:17]=1)([CH3:15])([CH3:14])[CH3:13]. Procedure: 17 g of hexamethylenetetramine, 9 ml of water, 6 ml of ethanol and 21.5 g of 95% p-tert-butylbenzyl chloride are added to a three-necked flask provided with a thermometer, magnetic stirrer and reflux condenser. The mixture is now warmed slowly to 45° C. while stirring. At this temperature the mixture is initially slurry-like and thereafter thinly liquid. An exothermic reaction occurs. The temperature is held at 45° C. with the aid of an ice-bath until the reaction fades away. Thereupon the mixtu... Reactants: C1(=CC=CC=C1)C(N1CC(C1)(CN(CC)C(C(F)(F)F)=O)C)C1=CC=CC=C1 (1-diphenylmethyl-3-methyl-3-[N-(ethyl)trifluoroacetylaminomethyl]azetidine), [OH-].[Na+] (sodium hydroxide), C(C)O (ethanol), Cl (hydrochloric acid). Solvent: C(C)(=O)O (acetic acid). Product: C1(=CC=CC=C1)C(N1CC(C1)(C)CNCC)C1=CC=CC=C1 (1-diphenylmethyl-3-ethylaminomethyl-3-methylazetidine). Yield: 84.9%. RXN SMILES: [C:1]1([CH:7]([C:23]2[CH:28]=[CH:27][CH:26]=[CH:25][CH:24]=2)[N:8]2[CH2:11][C:10]([CH3:22])([CH2:12][N:13](C(=O)C(F)(F)F)[CH2:14][CH3:15])[CH2:9]2)[CH:6]=[CH:5][CH:4]=[CH:3][CH:2]=1.[OH-].[Na+].C(O)C.Cl>C(O)(=O)C>[C:1]1([CH:7]([C:23]2[CH:28]=[CH:27][CH:26]=[CH:25][CH:24]=2)[N:8]2[CH2:11][C:10]([CH2:12][NH:13][CH2:14][CH3:15])([CH3:22])[CH2:9]2)[CH:2]=[CH:3][CH:4]=[CH:5][CH:6]=1 |f:1.2|. Reported procedure: 3.9 g (10 mmol) of 1-diphenylmethyl-3-methyl-3-[N-(ethyl)trifluoroacetylaminomethyl]azetidine in 20 ml of 5% strength sodium hydroxide and 20 ml of ethanol are stirred for one hour at 70° C. The solution is cooled, brought to pH 8 with hydrochloric acid, acidified with acetic acid and evaporated, the residue is extracted with chloroform, the organic phase is dried with anhydrous sodium sulphate, the solvent is evaporated off and 2.5 g (85%) of 1-diphenylmethyl-3-ethylaminomethyl-3-methylazetidin...